Dataset: the Open Reaction Database (ORD), a public repository of structured organic reaction records. Task: describe an organic reaction: reactants, conditions, products, and yield RXN SMILES: [C:23]([OH:24])(=[O:25])[CH3:26].[Cl:1][c:2]1[c:3]([O:4][C:5]2([C:8](=[O:9])[O:10][CH2:11][CH3:12])[CH2:6][CH2:7]2)[cH:13][c:14]([N+:18]([O-:19])=[O:20])[c:15]([F:17])[cH:16]1.[Fe:21].[OH2:22]>>[Cl:1][c:2]1[c:3]([O:4][C:5]2([C:8](=[O:9])[O:10][CH2:11][CH3:12])[CH2:6][CH2:7]2)[cH:13][c:14]([NH2:18])[c:15]([F:17])[cH:16]1. Reactants: CC(=O)O, CCOC(=O)C1(Oc2cc([N+](=O)[O-])c(F)cc2Cl)CC1, [Fe], O. Yields the product CCOC(=O)C1(Oc2cc(N)c(F)cc2Cl)CC1. The reactants are [BH3-]C#N, CC(=O)c1cnn(C)c1, CO, CC(=O)O, NCCN, [Na+], [Na+], C1CCOC1, O=C([O-])O. Product: CC(NCCN)c1cnn(C)c1. As a reaction SMILES: [C:14]([BH3-:15])#[N:16].[CH3:1][n:2]1[n:3][cH:4][c:5]([C:7]([CH3:8])=[O:9])[cH:6]1.[CH3:23][OH:24].[CH3:30][C:31](=[O:32])[OH:33].[NH2:10][CH2:11][CH2:12][NH2:13].[Na+:17].[Na+:18].[O:25]1[CH2:26][CH2:27][CH2:28][CH2:29]1.[OH:19][C:20](=[O:21])[O-:22]>>[CH3:1][n:2]1[n:3][cH:4][c:5]([CH:7]([CH3:8])[NH:10][CH2:11][CH2:12][NH2:13])[cH:6]1.